From a dataset of the Open Reaction Database (ORD), a public repository of structured organic reaction records. describe an organic reaction: reactants, conditions, products, and yield Starting materials: CCOC(=O)NCC(C)C(NC(=O)OCC)NC(=O)OCC, CCO, [H][H]. Product: CCOC(=O)NCC(C)CNC(=O)OCC. As a reaction SMILES: [CH3:1][CH:2]([CH:3]([NH:4][C:5](=[O:6])[O:7][CH2:8][CH3:9])[NH:10][C:11]([O:12][CH2:13][CH3:14])=[O:15])[CH2:16][NH:17][C:18](=[O:19])[O:20][CH2:21][CH3:22].[CH3:25][CH2:26][OH:27].[H:23][H:24]>>[CH3:1][CH:2]([CH2:3][NH:4][C:5](=[O:6])[O:7][CH2:8][CH3:9])[CH2:16][NH:17][C:18](=[O:19])[O:20][CH2:21][CH3:22]. The reactants are O=C(CBr)c1ccccc1, CCOCC, Cc1c(-c2ccncn2)nc2n(c1=O)CCCN2, CN(C)C=O, [Cl-], [H-], [Na+], [Na+]. The product is Cc1c(-c2ccncn2)nc2n(c1=O)CCCN2CC(=O)c1ccccc1. Reaction SMILES: [Br:21][CH2:22][C:23](=[O:24])[c:25]1[cH:26][cH:27][cH:28][cH:29][cH:30]1.[CH2:38]([O:39][CH2:40][CH3:41])[CH3:42].[CH3:1][c:2]1[c:3](-[c:13]2[n:14][cH:15][n:16][cH:17][cH:18]2)[n:4][c:5]2[n:6]([c:7]1=[O:8])[CH2:9][CH2:10][CH2:11][NH:12]2.[CH3:33][N:34]([CH3:35])[CH:36]=[O:37].[Cl-:32].[H-:19].[Na+:20].[Na+:31]>>[CH3:1][c:2]1[c:3](-[c:13]2[n:14][cH:15][n:16][cH:17][cH:18]2)[n:4][c:5]2[n:6]([c:7]1=[O:8])[CH2:9][CH2:10][CH2:11][N:12]2[CH2:22][C:23](=[O:24])[c:25]1[cH:26][cH:27][cH:28][cH:29][cH:30]1. The reactants are O=C1CCC=2C=CC3=C(CCC4=C(S3)C=C(C=C4)C(=O)O)C12 (1-oxo-2,3,11,12-tetrahydro-1H-benzo[b]indeno[4,5-f]-thiepin-8-carboxylic acid), O=C1CCC=2C=CC=3C(=CC=4C(SC3C12)=CCCC4)C(=O)O (1-oxo-2,3,9,10-tetrahydro-1H-benzo[b]indeno[5,4-f]thiepin-6-carboxylic acid). Product: OC1CCC=2C=CC3=C(CCC4=C(S3)C=C(C=C4)C(=O)O)C12 ((±)-1-Hydroxy-2,3,11,12-tetrahydro-1H-benzo[b]indeno-[4,5-f]thiepin-8-carboxylic acid). RXN SMILES: [O:1]=[C:2]1[C:22]2[C:9]3[CH2:10][CH2:11][C:12]4[CH:18]=[CH:17][C:16]([C:19]([OH:21])=[O:20])=[CH:15][C:13]=4[S:14][C:8]=3[CH:7]=[CH:6][C:5]=2[CH2:4][CH2:3]1.O=C1C2C3SC4=CCCC=C4C=C(C(O)=O)C=3C=CC=2CC1>>[OH:1][CH:2]1[C:22]2[C:9]3[CH2:10][CH2:11][C:12]4[CH:18]=[CH:17][C:16]([C:19]([OH:21])=[O:20])=[CH:15][C:13]=4[S:14][C:8]=3[CH:7]=[CH:6][C:5]=2[CH2:4][CH2:3]1. Procedure: Substituting an equivalent amount of 1-oxo-2,3,11,12-tetrahydro-1H-benzo[b]indeno[4,5-f]-thiepin-8-carboxylic acid in Example 32 for 1-oxo-2,3,9,10-tetrahydro-1H-benzo[b]indeno[5,4-f]thiepin-6-carboxylic acid provided the title compound. Reactants: C(=O)[O-].[NH4+] (ammonium formate), C1(=CC=CC=C1)CN1S(N(C(C1=O)CCC)C)(=O)=O (2-phenylmethyl-4-propyl-5-methyl-1,2,5-thiadiazolidin-3-one 1,1-dioxide). The reagents and catalysts are [Pd] (Pd/C). Solvent: CO (methanol), CO (methanol). Run at time 15 hour. Product: C(CC)C1C(NS(N1C)(=O)=O)=O (4-propyl-5-methyl-1,2,5-thiadiazolidin-3-one 1,1-dioxide). Yield: 128.3%. Reaction SMILES: C([O-])=O.[NH4+].C1(C[N:12]2[C:16](=[O:17])[CH:15]([CH2:18][CH2:19][CH3:20])[N:14]([CH3:21])[S:13]2(=[O:23])=[O:22])C=CC=CC=1>CO.[Pd]>[CH2:18]([CH:15]1[N:14]([CH3:21])[S:13](=[O:23])(=[O:22])[NH:12][C:16]1=[O:17])[CH2:19][CH3:20] |f:0.1|. Procedure details: To a suspension of 3.5 g of 10% Pd/C in 150 ml of methanol containing ammonium formate (14 g) was added a solution of 2-phenylmethyl-4-propyl-5-methyl-1,2,5-thiadiazolidin-3-one 1,1-dioxide (8.7 g) in 40 ml of methanol. The mixture was stirred at room temperature for 15 hours, filtered through a pad of CELITE®, and the residue was washed with methanol. The combined filtrate was concentrated in vacuo to afford 7.6 g of 4-propyl-5-methyl-1,2,5-thiadiazolidin-3-one 1,1-dioxide (Formula IV: R1 =H, R... Starting materials: CC1=CC=C(C2=CC=CC=C12)C1=CC=C2C=CC3=C(C=CC4=CC=C1C2=C34)C3=CC=C(C4=CC=CC=C34)C (1,6-di(4-methylnaphthalen-1-yl)pyrene), BrN1C(CCC1=O)=O (N-bromosuccinimide), CN(C=O)C (dimethylformamide). Solvent: O (water). The product is BrC1=CC(=C2C=CC3=CC=C(C4=CC=C1C2=C34)C3=CC=C(C4=CC=CC=C34)C)C3=CC=C(C4=CC=CC=C34)C (1-bromo-3,8-di(4-methylnaphthalen-1-yl)pyrene). The yield is 88.0%. Reaction SMILES: [CH3:1][C:2]1[C:11]2[C:6](=[CH:7][CH:8]=[CH:9][CH:10]=2)[C:5]([C:12]2[C:25]3[C:26]4=[C:27]5[C:22](=[CH:23][CH:24]=3)[CH:21]=[CH:20][C:19]([C:28]3[C:37]6[C:32](=[CH:33][CH:34]=[CH:35][CH:36]=6)[C:31]([CH3:38])=[CH:30][CH:29]=3)=[C:18]5[CH:17]=[CH:16][C:15]4=[CH:14][CH:13]=2)=[CH:4][CH:3]=1.[Br:39]N1C(=O)CCC1=O.CN(C)C=O>O>[Br:39][C:21]1[C:22]2[C:27]3=[C:26]4[C:25](=[CH:24][CH:23]=2)[C:12]([C:5]2[C:6]5[C:11](=[CH:10][CH:9]=[CH:8][CH:7]=5)[C:2]([CH3:1])=[CH:3][CH:4]=2)=[CH:13][CH:14]=[C:15]4[CH:16]=[CH:17][C:18]3=[C:19]([C:28]2[C:37]3[C:32](=[CH:33][CH:34]=[CH:35][CH:36]=3)[C:31]([CH3:38])=[CH:30][CH:29]=2)[CH:20]=1. Reported procedure: A mixed solution of 1.7 g of 1,6-di(4-methylnaphthalen-1-yl)pyrene, 0.54 g of N-bromosuccinimide and 30 ml of dimethylformamide was stirred under a nitrogen gas stream at 60° C. for 6 hours. The solution was cooled to room temperature and 50 ml of water was poured into the solution, followed by extraction with 100 ml of dichloromethane. The organic layer was washed twice with 50 ml of water, dried over magnesium sulfate and then concentrated by evaporation. The resulting concentrate was recrysta... Starting materials: CN(C)CCCNc1ccc2ncc(Br)n2n1, CCOCC, CCCCC=CB(O)O, Cl. Yields the product Cl, CCCCC=Cc1cnc2ccc(NCCCN(C)C)nn12. As a reaction SMILES: [Br:1][c:2]1[cH:3][n:4][c:5]2[n:6]1[n:7][c:8]([NH:11][CH2:12][CH2:13][CH2:14][N:15]([CH3:16])[CH3:17])[cH:9][cH:10]2.[CH3:28][CH2:29][O:30][CH2:31][CH3:32].[CH:18](=[CH:19][CH2:20][CH2:21][CH2:22][CH3:23])[B:24]([OH:25])[OH:26].[ClH:27]>>[ClH:27].[c:2]1([CH:18]=[CH:19][CH2:20][CH2:21][CH2:22][CH3:23])[cH:3][n:4][c:5]2[n:6]1[n:7][c:8]([NH:11][CH2:12][CH2:13][CH2:14][N:15]([CH3:16])[CH3:17])[cH:9][cH:10]2.